Dataset: the Open Reaction Database (ORD), a public repository of structured organic reaction records. Task: describe an organic reaction: reactants, conditions, products, and yield The product is COc1cccc(OC)c1C(=O)NC(=O)Nc1c(Cl)cccc1Cl. The reactants are COc1cccc(OC)c1C(=O)N=C=O, CCOCC, ClCCCl, Nc1c(Cl)cccc1Cl. Reaction SMILES: [CH3:14][O:15][c:16]1[c:17]([C:18](=[O:19])[N:20]=[C:21]=[O:22])[c:23]([O:27][CH3:28])[cH:24][cH:25][cH:26]1.[CH3:29][CH2:30][O:31][CH2:32][CH3:33].[Cl:10][CH2:11][CH2:12][Cl:13].[NH2:1][c:2]1[c:3]([Cl:4])[cH:5][cH:6][cH:7][c:8]1[Cl:9]>>[NH:1]([c:2]1[c:3]([Cl:4])[cH:5][cH:6][cH:7][c:8]1[Cl:9])[C:21]([NH:20][C:18]([c:17]1[c:16]([O:15][CH3:14])[cH:26][cH:25][cH:24][c:23]1[O:27][CH3:28])=[O:19])=[O:22]. The reactants are COC1=C(O)C=CC(=C1)O (methoxyhydroquinone), COC=1C(C=CC(C1)=O)=O (methoxy-p-benzoquinone), C1=CC=CC2=CC3=CC=CC=C3C=C12 (anthracene). The reagents and catalysts are [Ag]=O (silver oxide). Product: OC1=CC=C(C2=CC3=CC=CC=C3C=C12)O (1,4-Dihydroxyanthracene). As a reaction SMILES: CO[C:3]1[CH:9]=[C:8]([OH:10])[CH:7]=[CH:6][C:4]=1[OH:5].COC1C(=O)C=CC(=O)C=1.[CH:21]1[C:34]2[C:25](=[CH:26]C3C([CH:33]=2)=CC=CC=3)[CH:24]=[CH:23][CH:22]=1>[Ag]=O>[OH:5][C:4]1[C:3]2[C:9](=[CH:26][C:25]3[C:34]([CH:33]=2)=[CH:21][CH:22]=[CH:23][CH:24]=3)[C:8]([OH:10])=[CH:7][CH:6]=1. Reported procedure: In the reported synthesis of 5,8-disubstituted triptycene monoquinones, (Bartlett, P. D.; Ryan, M. J.; Cohen, S. G. J. Am. Chem. Soc. 1942, 64, 2649; Skvarehenko, V. R.; Shalaev, V. K.; Klabunovskii, E. I. Russ. Chem. Rev. 1974, 43, 951; Iwamura, H.; Maino, K. An intramolecular triptycene quinhydrone. J. Chem. Soc. Chem. Commun. 1978, 720.; Quast, H.; Fuchsbauer, H. -L. Chem. Ber. 1986, 119, 1016-1038; Quast, H.; Fuchsbauer, H. -L. Chem. Ber. 1986, 119, 2414; Patney, H. K. Synthesis 1991, 694. C... Reaction SMILES: [Br:1][C:2]1[CH:7]=[CH:6][CH:5]=[CH:4][C:3]=1C1C=C(Cl)C=CC=1OCC1C=CC=CC=1.[F:23][C:24]1[CH:29]=[CH:28][C:27]([CH2:30][O:31][C:32]2[CH:37]=[CH:36][C:35]([C:38]([F:41])([F:40])[F:39])=[CH:34][C:33]=2I)=[CH:26][CH:25]=1>>[Br:1][C:2]1[CH:7]=[CH:6][CH:5]=[CH:4][C:3]=1[C:33]1[CH:34]=[C:35]([C:38]([F:41])([F:40])[F:39])[CH:36]=[CH:37][C:32]=1[O:31][CH2:30][C:27]1[CH:28]=[CH:29][C:24]([F:23])=[CH:25][CH:26]=1. Yields the product BrC1=C(C=CC=C1)C1=C(C=CC(=C1)C(F)(F)F)OCC1=CC=C(C=C1)F (2′-Bromo-2-{[(4-fluorophenyl)methyl]oxy}-5-(trifluoromethyl)biphenyl). Procedure: Prepared as for 2′-bromo-5-chloro-2-[(phenylmethyl)oxy]biphenyl but using 1-{[(4-fluorophenyl)methyl]oxy}-2-iodo-4-(trifluoromethyl)benzene instead of 4-chloro-2-iodo-1-[(phenylmethyl)oxy]benzene. Reactants: BrC1=C(C=CC=C1)C1=C(C=CC(=C1)Cl)OCC1=CC=CC=C1 (2′-bromo-5-chloro-2-[(phenylmethyl)oxy]biphenyl), FC1=CC=C(C=C1)COC1=C(C=C(C=C1)C(F)(F)F)I (1-{[(4-fluorophenyl)methyl]oxy}-2-iodo-4-(trifluoromethyl)benzene). Starting materials: C(C)C=1C=CC=2NC3=CC=CC=C3C2C1 (3-ethylcarbazole), [H-].[Na+] (NaH), BrCCCCl (1-bromo-3-chloropropane). Run in CN(C)C=O (DMF). Product: ClCCCN1C2=CC=CC=C2C=2C=C(C=CC12)CC.BrCCCN1C2=CC=CC=C2C=2C=C(C=CC12)CC (3-Chloro-1-(3-ethyl-9H-carbazol-9-yl)propane 3-Bromo-1-(3-ethyl-9H-carbazol-9-yl)propane). Isolated yield 76.7%. Reaction SMILES: [CH2:1]([C:3]1[CH:4]=[CH:5][C:6]2[NH:7][C:8]3[C:13]([C:14]=2[CH:15]=1)=[CH:12][CH:11]=[CH:10][CH:9]=3)[CH3:2].[H-].[Na+].[Br:18][CH2:19][CH2:20][CH2:21][Cl:22]>CN(C=O)C>[Cl:22][CH2:21][CH2:20][CH2:19][N:7]1[C:6]2[CH:5]=[CH:4][C:3]([CH2:1][CH3:2])=[CH:15][C:14]=2[C:13]2[C:8]1=[CH:9][CH:10]=[CH:11][CH:12]=2.[Br:18][CH2:19][CH2:20][CH2:21][N:7]1[C:6]2[CH:5]=[CH:4][C:3]([CH2:1][CH3:2])=[CH:15][C:14]=2[C:13]2[C:8]1=[CH:9][CH:10]=[CH:11][CH:12]=2 |f:1.2,5.6|. Procedure: The compound was synthesized in the same manner as in example 1. Treatment of 3-ethylcarbazole (2.0 g, 0.0102 mol) with NaH (0.27 g, 0.0112 mol) succeeded by the addition of 1-bromo-3-chloropropane (1.77 g, 0.0112 mol) in DMF gave the title compound 2.3 g (82%) as a yellow oil. 1H-NMR (δ, CDCl3): 1.35 (t, 3H); 2.4 (m, 2H); 2.8 (q, 2H); 3.35 (t, 1H); 3.45 (t, 1H); 4.35 (t, 2H); 7-7.4 (m, 4H); 7.9 (s, 2H); 8.1 (d, 2H). The product was isolated as an 1:1 mixture of the 3-bromo- and 3-chloro derivat... The reactants are COC(=O)C1CC(O)C(=O)C2C1(C)CCC1C(=O)OC(c3ccoc3)CC12C, CS(=O)(=O)Cl, ClCCl. The product is COC(=O)C1CC(OS(C)(=O)=O)C(=O)C2C1(C)CCC1C(=O)OC(c3ccoc3)CC12C. RXN SMILES: [CH3:1][O:2][C:3](=[O:4])[CH:5]1[C:6]2([CH3:28])[CH2:7][CH2:8][CH:9]3[C:10](=[O:27])[O:11][CH:12]([c:22]4[cH:23][o:24][cH:25][cH:26]4)[CH2:13][C:14]3([CH3:21])[CH:15]2[C:16](=[O:20])[CH:17]([OH:19])[CH2:18]1.[CH3:29][S:30]([Cl:31])(=[O:32])=[O:33].[Cl:34][CH2:35][Cl:36]>>[CH3:1][O:2][C:3](=[O:4])[CH:5]1[C:6]2([CH3:28])[CH2:7][CH2:8][CH:9]3[C:10](=[O:27])[O:11][CH:12]([c:22]4[cH:23][o:24][cH:25][cH:26]4)[CH2:13][C:14]3([CH3:21])[CH:15]2[C:16](=[O:20])[CH:17]([O:19][S:30]([CH3:29])(=[O:32])=[O:33])[CH2:18]1. Reactants: BrCCCCCCO (1-bromo-6-hexanol), C(C=C)NC (N-allyl-methyl-amine). Solvent: CC(=O)N(C)C (DMA). Conditions: time 16 hour. Product: Br.C(C=C)N(CCCCCCO)C (6-(allyl-methyl-amino)-hexan-1-ol.hydrobromide). RXN SMILES: [Br:1][CH2:2][CH2:3][CH2:4][CH2:5][CH2:6][CH2:7][OH:8].[CH2:9]([NH:12][CH3:13])[CH:10]=[CH2:11]>CC(N(C)C)=O>[BrH:1].[CH2:9]([N:12]([CH3:13])[CH2:2][CH2:3][CH2:4][CH2:5][CH2:6][CH2:7][OH:8])[CH:10]=[CH2:11] |f:3.4|. Procedure: 1 ml of 1-bromo-6-hexanol are taken up in DMA, treated with 1.47 ml of N-allyl-methyl-amine and stirred at RT for 16 h. The reaction mixture is concentrated and the residue is lyophilized overnight. There are obtained 1.9 g of 6-(allyl-methyl-amino)-hexan-1-ol.hydrobromide as the crude product, MS: m/e 171 (M). The reactants are C(C)(C)(C)OC(=O)N1C(OC[C@H]1CNC1=CC=CC=C1)(C)C ((R)-2,2-dimethyl-4-phenylaminomethyl-oxazolidine-3-carboxylic acid tert-butyl ester), C(C)=O (acetaldehyde), [BH3-]C#N.[Na+] (NaBH3CN). Reagents/catalysts: [Cl-].[Cl-].[Zn+2] (ZnCl2). Run in CO (methanol). Run at temperature 40 celsius, time 17 hour. The product is C(C)(C)(C)OC(=O)N1C(OC[C@H]1CN(C1=CC=CC=C1)CC)(C)C ((R)-4-[(ethyl-phenyl-amino)-methyl]-2,2-dimethyl-oxazolidine-3-carboxylic acid tert-butyl ester). Yield: 77.0%. Reaction SMILES: [C:1]([O:5][C:6]([N:8]1[C@H:12]([CH2:13][NH:14][C:15]2[CH:20]=[CH:19][CH:18]=[CH:17][CH:16]=2)[CH2:11][O:10][C:9]1([CH3:22])[CH3:21])=[O:7])([CH3:4])([CH3:3])[CH3:2].[CH:23](=O)[CH3:24].[BH3-]C#N.[Na+]>CO.[Cl-].[Cl-].[Zn+2]>[C:1]([O:5][C:6]([N:8]1[C@H:12]([CH2:13][N:14]([CH2:23][CH3:24])[C:15]2[CH:16]=[CH:17][CH:18]=[CH:19][CH:20]=2)[CH2:11][O:10][C:9]1([CH3:22])[CH3:21])=[O:7])([CH3:4])([CH3:2])[CH3:3] |f:2.3,5.6.7|. Procedure: To a stirred solution of (R)-2,2-dimethyl-4-phenylaminomethyl-oxazolidine-3-carboxylic acid tert-butyl ester (730 mg) at r.t. in methanol (20 ml) under an argon atmosphere were added acetaldehyde (0.67 ml), ZnCl2 (1.30 g) and NaBH3CN (0.45 g). The mixture was warmed to 40° C. and stirring at that temperature was continued for 17 h. The mixture was cooled to r.t., directly adsorbed on silica gel and purified by column chromatography (SiO2; gradient:cyclohexane->cyclohexane/EtOAc 4:1) to give (R)-...